describe an organic reaction: reactants, conditions, products, and yield From a dataset of the Open Reaction Database (ORD), a public repository of structured organic reaction records. Starting materials: O=C([O-])[O-], CNCCOC, CC#N, Clc1cccc(CBr)n1, [K+], [K+]. Yields the product COCCN(C)Cc1cccc(Cl)n1. As a reaction SMILES: [C:16](=[O:17])([O-:18])[O-:19].[CH3:10][O:11][CH2:12][CH2:13][NH:14][CH3:15].[CH3:22][C:23]#[N:24].[Cl:1][c:2]1[n:3][c:4]([CH2:8][Br:9])[cH:5][cH:6][cH:7]1.[K+:20].[K+:21]>>[Cl:1][c:2]1[n:3][c:4]([CH2:8][N:14]([CH2:13][CH2:12][O:11][CH3:10])[CH3:15])[cH:5][cH:6][cH:7]1. Starting materials: ClC1=CC=C2C=CC(=NC2=C1)COC1=CC2=C(OCC3=C(C2O)C=CC=C3C#N)C=C1 (2-(7-Chloroquinolin-2-yl)methoxy-7-cyano-11-hydroxy-6,11-dihydrodibenz[b,e]oxepine), SCCC(=O)O (3-mercaptopropionic acid). The product is C(=O)(O)CCSC1C2=C(OCC3=C1C=CC=C3C#N)C=CC(=C2)OCC2=NC3=CC(=CC=C3C=C2)Cl (11-(2-Carboxyethylthio)-2-(7-Chloroquinolin-2-yl)methoxy-7-cyano-6,11-dihydrodibenz[b,e]oxepine). Reaction SMILES: [Cl:1][C:2]1[CH:11]=[C:10]2[C:5]([CH:6]=[CH:7][C:8]([CH2:12][O:13][C:14]3[CH:31]=[CH:30][C:17]4[O:18][CH2:19][C:20]5[C:27]([C:28]#[N:29])=[CH:26][CH:25]=[CH:24][C:21]=5[CH:22](O)[C:16]=4[CH:15]=3)=[N:9]2)=[CH:4][CH:3]=1.[SH:32][CH2:33][CH2:34][C:35]([OH:37])=[O:36]>>[C:35]([CH2:34][CH2:33][S:32][CH:22]1[C:21]2[CH:24]=[CH:25][CH:26]=[C:27]([C:28]#[N:29])[C:20]=2[CH2:19][O:18][C:17]2[CH:30]=[CH:31][C:14]([O:13][CH2:12][C:8]3[CH:7]=[CH:6][C:5]4[C:10](=[CH:11][C:2]([Cl:1])=[CH:3][CH:4]=4)[N:9]=3)=[CH:15][C:16]1=2)([OH:37])=[O:36]. Reported procedure: 2-(7-Chloroquinolin-2-yl)methoxy-7-cyano-11-hydroxy-6,11-dihydrodibenz[b,e]oxepine and 3-mercaptopropionic acid were used and reacted in the same manner as in Example 1 to obtain the title compound. Reactants: ClC=1C=C(C#N)C=C(C1)C=1N(C=C2N(C(N(C(C21)=O)C)=O)C)CCSC(C2=CC=CC=C2)(C2=CC=CC=C2)C2=CC=CC=C2 (3-Chloro-5-(1,3-dimethyl-2,4-dioxo-6-(2-(tritylthio)ethyl)-2,3,4,6-tetrahydro-1H-pyrrolo[3,4-d]pyrimidin-5-yl)benzonitrile), CCCC(C)C (iso-hexane), ClC1=CC=C(O1)C=O (5-chlorofuran-2-carbaldehyde), [O-]S(=O)(=O)C(F)(F)F.[Bi+3].[O-]S(=O)(=O)C(F)(F)F.[O-]S(=O)(=O)C(F)(F)F (bismuth (III) triflate). The solvent is C1(=CC=CC=C1)C (toluene), CCOCC (Et2O), CO (MeOH). Run at temperature 100 celsius. Yields the product ClC=1C=C(C#N)C=C(C1)C1=C2C(=C3C(SCCN31)C=3OC(=CC3)Cl)N(C(N(C2=O)C)=O)C (3-Chloro-5-(10-(5-chlorofuran-2-yl)-1,3-dimethyl-2,4-dioxo-2,3,4,7,8,10-hexahydro-1H-pyrimido[4′,5′:3,4]pyrrolo[2,1-c][1,4]thiazin-5-yl)benzonitrile). As a reaction SMILES: [Cl:1][C:2]1[CH:3]=[C:4]([CH:7]=[C:8]([C:10]2[N:11]([CH2:23][CH2:24][S:25]C(C3C=CC=CC=3)(C3C=CC=CC=3)C3C=CC=CC=3)[CH:12]=[C:13]3[C:18]=2[C:17](=[O:19])[N:16]([CH3:20])[C:15](=[O:21])[N:14]3[CH3:22])[CH:9]=1)[C:5]#[N:6].[Cl:45][C:46]1[O:50][C:49]([CH:51]=O)=[CH:48][CH:47]=1.[O-]S(C(F)(F)F)(=O)=O.[Bi+3].[O-]S(C(F)(F)F)(=O)=O.[O-]S(C(F)(F)F)(=O)=O.CCCC(C)C>C1(C)C=CC=CC=1.CO.CCOCC>[Cl:1][C:2]1[CH:3]=[C:4]([CH:7]=[C:8]([C:10]2[N:11]3[C:12]([CH:51]([C:49]4[O:50][C:46]([Cl:45])=[CH:47][CH:48]=4)[S:25][CH2:24][CH2:23]3)=[C:13]3[N:14]([CH3:22])[C:15](=[O:21])[N:16]([CH3:20])[C:17](=[O:19])[C:18]=23)[CH:9]=1)[C:5]#[N:6] |f:2.3.4.5|. Procedure: 3-Chloro-5-(1,3-dimethyl-2,4-dioxo-6-(2-(tritylthio)ethyl)-2,3,4,6-tetrahydro-1H-pyrrolo[3,4-d]pyrimidin-5-yl)benzonitrile (Intermediate GA) (146 mg, 0.237 mmol), 5-chlorofuran-2-carbaldehyde (34.0 mg, 0.260 mmol) and bismuth (III) triflate (31.0 mg, 0.047 mmol) were suspended in toluene (Volume: 2.5 ml). The reaction was then heated to 100° C. under microwave irradiation for 3 hr. The reaction mixture was suspended in MeOH (50 mL) and adsorbed onto silica. The residue was purified via ISCO SiO2... Reactants: C[Si](C)(C)[N-][Si](C)(C)C, [Li+], CN(C)C=O, Nc1cc(-c2ccc3cnccc3c2)on1, C=CCOC(=O)n1nnc2ccccc21. The product is C=CCOC(=O)Nc1cc(-c2ccc3cnccc3c2)on1. As a reaction SMILES: [CH3:18][Si:19]([N-:20][Si:21]([CH3:22])([CH3:23])[CH3:24])([CH3:25])[CH3:26].[Li+:17].[O:42]=[CH:43][N:44]([CH3:45])[CH3:46].[cH:1]1[n:2][cH:3][cH:4][c:5]2[cH:6][c:7](-[c:11]3[cH:12][c:13]([NH2:16])[n:14][o:15]3)[cH:8][cH:9][c:10]12.[n:27]1([C:36](=[O:37])[O:38][CH2:39][CH:40]=[CH2:41])[c:28]2[cH:29][cH:30][cH:31][cH:32][c:33]2[n:34][n:35]1>>[cH:1]1[n:2][cH:3][cH:4][c:5]2[cH:6][c:7](-[c:11]3[cH:12][c:13]([NH:16][C:36](=[O:37])[O:38][CH2:39][CH:40]=[CH2:41])[n:14][o:15]3)[cH:8][cH:9][c:10]12.